From a dataset of the Open Reaction Database (ORD), a public repository of structured organic reaction records. describe an organic reaction: reactants, conditions, products, and yield RXN SMILES: [CH2:1]([c:2]1[cH:3][cH:4][cH:5][cH:6][cH:7]1)[O:8][c:9]1[cH:10][cH:11][c:12]([S:15][c:16]2[c:17]([NH:25][c:26]3[c:27]4[c:28]([n:29][cH:30][n:31]3)[n:32][c:33]([CH3:36])[cH:34][cH:35]4)[cH:18][c:19]([N+:22]([O-:23])=[O:24])[cH:20][cH:21]2)[cH:13][cH:14]1.[CH3:45][OH:46].[Cl-:37].[Fe:47].[NH4+:38].[O:39]1[CH2:40][CH2:41][CH2:42][CH2:43]1.[OH2:44]>>[CH2:1]([c:2]1[cH:3][cH:4][cH:5][cH:6][cH:7]1)[O:8][c:9]1[cH:10][cH:11][c:12]([S:15][c:16]2[c:17]([NH:25][c:26]3[c:27]4[c:28]([n:29][cH:30][n:31]3)[n:32][c:33]([CH3:36])[cH:34][cH:35]4)[cH:18][c:19]([NH2:22])[cH:20][cH:21]2)[cH:13][cH:14]1. Yields the product Cc1ccc2c(Nc3cc(N)ccc3Sc3ccc(OCc4ccccc4)cc3)ncnc2n1. Starting materials: Cc1ccc2c(Nc3cc([N+](=O)[O-])ccc3Sc3ccc(OCc4ccccc4)cc3)ncnc2n1, CO, [Cl-], [Fe], [NH4+], C1CCOC1, O. Reactants: ClC1=C(OCCCO)C(=CC(=C1)OCC1=CC=CC=C1)Cl (3-(2,6-dichloro-4-(benzyloxy)phenoxy)-1-propylalcohol), ClC1=NC=C(C=C1)C(F)(F)F (2-chloro-5-trifluoromethylpyridine), ice water, oily mixture, [H-].[Na+] (sodium hydride). Run in CN(C=O)C (N,N-dimethylformamide). Run at time 1 hour. Yields the product C(C1=CC=CC=C1)OC1=CC(=C(C(=C1)Cl)OCCCOC1=NC=C(C=C1)C(F)(F)F)Cl (1-benzyloxy-3,5-dichloro-4-[3-(5-trifluoromethylpyridin-2-yloxy)propyloxy]benzene). Yield: 69.3%. Reaction SMILES: [Cl:1][C:2]1[CH:12]=[C:11]([O:13][CH2:14][C:15]2[CH:20]=[CH:19][CH:18]=[CH:17][CH:16]=2)[CH:10]=[C:9]([Cl:21])[C:3]=1[O:4][CH2:5][CH2:6][CH2:7][OH:8].[H-].[Na+].Cl[C:25]1[CH:30]=[CH:29][C:28]([C:31]([F:34])([F:33])[F:32])=[CH:27][N:26]=1>CN(C)C=O>[CH2:14]([O:13][C:11]1[CH:12]=[C:2]([Cl:1])[C:3]([O:4][CH2:5][CH2:6][CH2:7][O:8][C:25]2[CH:30]=[CH:29][C:28]([C:31]([F:34])([F:33])[F:32])=[CH:27][N:26]=2)=[C:9]([Cl:21])[CH:10]=1)[C:15]1[CH:20]=[CH:19][CH:18]=[CH:17][CH:16]=1 |f:1.2|. Reported procedure: A mixture of 0.5 g of 3-(2,6-dichloro-4-(benzyloxy)phenoxy)-1-propylalcohol thus obtained, 0.1 g of an oily mixture containing 60% sodium hydride, and 3 ml of N,N-dimethylformamide was stirred at room temperature for 1 hour. Then, 0.3 g of 2-chloro-5-trifluoromethylpyridine was added to this mixture, followed by heating to 100° C. After stirring continued for 1 hour, the mixture was poured into 50 m of ice-water, and extracted with toluene at a total volume of 50 ml. The combined toluene layer w... The reactants are C(C1=CC=CC=C1)OC1=C(C=CC=C1C(C)(C)C)C1=CC(=CC=C1)C(C)(O)C1=C(C=CC=C1)OC (1-(2′-(Benzyloxy)-3′-tert-butylbiphenyl-3-yl)-1-(2-methoxyphenyl)ethanol), C1(=CC=C(C=C1)S(=O)(=O)O)C (p-toluenesulfonic acid). The solvent is C(C)(=O)OCC (ethyl acetate), C1(=CC=CC=C1)C (toluene). Product: C(C1=CC=CC=C1)OC1=C(C=CC=C1C(C)(C)C)C1=CC(=CC=C1)C(=C)C1=C(C=CC=C1)OC (2-(Benzyloxy)-3-tert-butyl-3′-(1-(2-methoxyphenyl)vinyl)biphenyl). Isolated yield 78.0%. RXN SMILES: [CH2:1]([O:8][C:9]1[C:14]([C:15]([CH3:18])([CH3:17])[CH3:16])=[CH:13][CH:12]=[CH:11][C:10]=1[C:19]1[CH:24]=[CH:23][CH:22]=[C:21]([C:25]([C:28]2[CH:33]=[CH:32][CH:31]=[CH:30][C:29]=2[O:34][CH3:35])(O)[CH3:26])[CH:20]=1)[C:2]1[CH:7]=[CH:6][CH:5]=[CH:4][CH:3]=1.C1(C)C=CC(S(O)(=O)=O)=CC=1>C1(C)C=CC=CC=1.C(OCC)(=O)C>[CH2:1]([O:8][C:9]1[C:14]([C:15]([CH3:17])([CH3:16])[CH3:18])=[CH:13][CH:12]=[CH:11][C:10]=1[C:19]1[CH:24]=[CH:23][CH:22]=[C:21]([C:25]([C:28]2[CH:33]=[CH:32][CH:31]=[CH:30][C:29]=2[O:34][CH3:35])=[CH2:26])[CH:20]=1)[C:2]1[CH:3]=[CH:4][CH:5]=[CH:6][CH:7]=1. Reported procedure: A solution of crude 37 (2.23 mmol) in toluene (80 mL) was treated with p-toluenesulfonic acid (100 mg) and refluxed under a Dean-Stark trap for 3 hr. After cooling, the reaction mixture was diluted with ethyl acetate (150 mL) and washed with saturated sodium bicarbonate (150 mL) and water (2×100 mL). The organic extract was dried over sodium sulfate and filtered. The solvent was removed in a rotary evaporator and the crude product was purified by chromatography on silica (75 g) with 2% ethyl ace... The reactants are CC(=O)NBr, CC(C)=O, CC(=O)O, [Na+], [Na+], O, CC1(C2CC=C3C4CC=C5CC(O)CCC5(C)C4CC(O)C32C)OCCO1, O=S([O-])[O-]. Product: CC1(C2CC=C3C4CC5OC56CC(O)CCC6(C)C4CC(O)C32C)OCCO1. As a reaction SMILES: [Br:1][NH:2][C:3]([CH3:4])=[O:5].[CH3:40][C:41](=[O:42])[CH3:43].[CH3:44][C:45](=[O:46])[OH:47].[Na+:38].[Na+:39].[OH2:33].[OH:6][CH:7]1[CH2:8][C:9]2=[CH:10][CH2:11][CH:12]3[C:13]4=[CH:14][CH2:15][CH:16]([C:17]5([CH3:18])[O:19][CH2:20][CH2:21][O:22]5)[C:23]4([CH3:32])[CH:24]([OH:31])[CH2:25][CH:26]3[C:27]2([CH3:30])[CH2:28][CH2:29]1.[S:34]([O-:35])([O-:36])=[O:37]>>[O:5]1[C:9]23[CH2:8][CH:7]([OH:6])[CH2:29][CH2:28][C:27]2([CH3:30])[CH:26]2[CH:12]([CH2:11][CH:10]13)[C:13]1=[CH:14][CH2:15][CH:16]([C:17]3([CH3:18])[O:19][CH2:20][CH2:21][O:22]3)[C:23]1([CH3:32])[CH:24]([OH:31])[CH2:25]2.